Dataset: the Open Reaction Database (ORD), a public repository of structured organic reaction records. Task: describe an organic reaction: reactants, conditions, products, and yield Starting materials: Cl.ClC1=CC=C(C=C1)C[C@H]([C@H](C)N)C1=CC(=CC=C1)C#N (3-(4-chlorophenyl)-2(S)-(3-cyanophenyl)-1(S)-methyl-propylamine hydrochloride), C(C)(C)N(CC)C(C)C (diisopropylethylamine), ClC1=CC=C(C=C1)C(C(C)(O)C)=O (1-(4-chlorophenyl)-2-methyl-2-hydroxy-propan-1-one), C(C)(=O)O[BH-](OC(C)=O)OC(C)=O.[Na+] (sodium triacetoxyborohydride). Run in C(Cl)Cl (CH2Cl2). Run at time 5 minute. The product is ClC1=CC=C(C[C@H]([C@H](C)NC(C(C)(C)O)C2=CC=CC=C2)C=2C=C(C#N)C=CC2)C=C1 (3-(1(S)-(4-chlorobenzyl)-2(S)-((2-hydroxy-2-methyl-1-phenylpropyl)amino)propyl)benzonitrile). As a reaction SMILES: Cl.[Cl:2][C:3]1[CH:8]=[CH:7][C:6]([CH2:9][C@@H:10]([C:14]2[CH:19]=[CH:18][CH:17]=[C:16]([C:20]#[N:21])[CH:15]=2)[C@@H:11]([NH2:13])[CH3:12])=[CH:5][CH:4]=1.C(N(C(C)C)CC)(C)C.Cl[C:32]1[CH:37]=[CH:36][C:35]([C:38](=O)[C:39]([CH3:42])([OH:41])[CH3:40])=[CH:34][CH:33]=1.C(O[BH-](OC(=O)C)OC(=O)C)(=O)C.[Na+]>C(Cl)Cl>[Cl:2][C:3]1[CH:8]=[CH:7][C:6]([CH2:9][C@@H:10]([C:14]2[CH:15]=[C:16]([CH:17]=[CH:18][CH:19]=2)[C:20]#[N:21])[C@@H:11]([NH:13][CH:38]([C:35]2[CH:36]=[CH:37][CH:32]=[CH:33][CH:34]=2)[C:39]([OH:41])([CH3:42])[CH3:40])[CH3:12])=[CH:5][CH:4]=1 |f:0.1,4.5|. Reported procedure: To a solution of 100 mg (0.31 mmol) of 3-(4-chlorophenyl)-2(S)-(3-cyanophenyl)-1(S)-methyl-propylamine hydrochloride in 2 mL of CH2Cl2, 54 μL (0.31 mmol) of diisopropylethylamine and 62 mg (0.31 mmol) of 1-(4-chlorophenyl)-2-methyl-2-hydroxy-propan-1-one were added. After 5 min, 99 mg (0.47 mmol) of sodium triacetoxyborohydride was added and stirred for 3 hr. The reaction was quenched with water and the layers were separated. The organic layer was dried and concentrated. The residue was purified... Reactants: pentachloride, ( a ), OC=1C=C(C(=O)OC)C=CC1 (methyl metahydroxybenzoate), C1(=CC=CC=C1)C(C=C)(O)C=1C=NC=CC1 (1-phenyl-1-(3-pyridyl)-2-propen-1-ol), [H-].[Na+] (sodium hydride). The solvent is ice water, CN(C=O)C (dimethylformamide), ClCCl (dichloromethane), CN(C=O)C (dimethylformamide), ClCCl (dichloromethane). Run at time 1 hour. The product is N1=CC(=CC=C1)C(=CCOC=1C=C(C(=O)OC)C=CC1)C1=CC=CC=C1 (methyl 3-[3-(3-pyridyl)-3-phenyl-2-propenyloxy]benzoate). The yield is 96.5%. Reaction SMILES: [C:1]1([C:7]([C:11]2[CH:12]=[N:13][CH:14]=[CH:15][CH:16]=2)(O)[CH:8]=[CH2:9])[CH:6]=[CH:5][CH:4]=[CH:3][CH:2]=1.[H-].[Na+].[OH:19][C:20]1[CH:21]=[C:22]([CH:27]=[CH:28][CH:29]=1)[C:23]([O:25][CH3:26])=[O:24]>ClCCl.CN(C)C=O>[N:13]1[CH:14]=[CH:15][CH:16]=[C:11]([C:7]([C:1]2[CH:6]=[CH:5][CH:4]=[CH:3][CH:2]=2)=[CH:8][CH2:9][O:19][C:20]2[CH:21]=[C:22]([CH:27]=[CH:28][CH:29]=2)[C:23]([O:25][CH3:26])=[O:24])[CH:12]=1 |f:1.2|. Procedure details: Phorphorus pentachloride (3.0 g, 14.2 mmoles) was suspended in dichloromethane (4 ml). To the suspension was added dropwise a solution of 1-phenyl-1-(3-pyridyl)-2-propen-1-ol (2.0 g, 9.5 mmoles) in dichloromethane (20 ml) at 0° C., then the mixture was stirred for one hour at room temperature, followed by washing with water, saturated aqueous solution of sodium hydrogen carbonate in the order. The organic layer is dried (magnesium sulfate), and concentrated to about 20 ml at a temperature not ex... Product: Cl, O=C(NC1CN2CCC1CC2)c1cc2cccc(-c3ccccc3CO)c2o1. Reaction SMILES: [ClH:7].[N:8]12[CH2:9][CH:10]([NH:16][C:17](=[O:18])[c:19]3[o:20][c:21]4[c:22]([cH:23]3)[cH:24][cH:25][cH:26][c:27]4[Br:28])[CH:11]([CH2:12][CH2:13]1)[CH2:14][CH2:15]2.[Na+:1].[Na+:2].[O-:3][C:4](=[O:5])[O-:6].[O:40]=[CH:41][N:42]([CH3:43])[CH3:44].[OH:29][CH2:30][c:31]1[c:32]([B:37]([OH:38])[OH:39])[cH:33][cH:34][cH:35][cH:36]1>>[ClH:7].[N:8]12[CH2:9][CH:10]([NH:16][C:17](=[O:18])[c:19]3[o:20][c:21]4[c:22]([cH:23]3)[cH:24][cH:25][cH:26][c:27]4-[c:32]3[c:31]([CH2:30][OH:29])[cH:36][cH:35][cH:34][cH:33]3)[CH:11]([CH2:12][CH2:13]1)[CH2:14][CH2:15]2. Reactants: Cl, O=C(NC1CN2CCC1CC2)c1cc2cccc(Br)c2o1, [Na+], [Na+], O=C([O-])[O-], CN(C)C=O, OCc1ccccc1B(O)O. Starting materials: C(=O)(OCC)C=1N(S(C2=C(C1O)C=CC=C2)(=O)=O)C (3-carbethoxy-4-hydroxy-2-methyl-2H-1,2-benzothiazine 1,1-dioxide), NC1=NOC=C1 (3-aminoisoxazole), 4A. The solvent is C=1(C(=CC=CC1)C)C (xylene). The product is OC1=C(N(S(C2=C1C=CC=C2)(=O)=O)C)C(NC2=NOC=C2)=O (4-Hydroxy-3-(3-isoxazolylcarbamoyl)-2-methyl-2H-1,2-benzothiazine 1,1-Dioxide). RXN SMILES: [C:1]([C:6]1[N:7]([CH3:19])[S:8](=[O:18])(=[O:17])[C:9]2[CH:16]=[CH:15][CH:14]=[CH:13][C:10]=2[C:11]=1[OH:12])([O:3]CC)=O.[NH2:20][C:21]1[CH:25]=[CH:24][O:23][N:22]=1>C1(C)C(C)=CC=CC=1>[OH:12][C:11]1[C:10]2[CH:13]=[CH:14][CH:15]=[CH:16][C:9]=2[S:8](=[O:17])(=[O:18])[N:7]([CH3:19])[C:6]=1[C:1](=[O:3])[NH:20][C:21]1[CH:25]=[CH:24][O:23][N:22]=1. Procedure details: A mixture of 4.15 g. (0.0155 mole) of 3-carbethoxy-4-hydroxy-2-methyl-2H-1,2-benzothiazine 1,1-dioxide, 1.3 g. (0.0155 mole) of 3-aminoisoxazole, and 500 ml. of xylene was refluxed for 24 hr. in a Soxhlet apparatus, the thimble of which contained 10 g. of Linde 4A molecular sieve. The mixture was cooled to 25° and the resulting crystalline precipitate was collected and washed with ether to give 3.2 g. of product, m.p. 235-240° dec. Recrystallization from 175 ml. of ethyl acetate gave 1.6 g. of m... The reactants are CON, C1COCCO1, COc1nc(N=C(NS(=O)(=O)c2ccccc2-c2ccccc2)SC)nc(OC)n1. Yields the product CON=C(Nc1nc(OC)nc(OC)n1)NS(=O)(=O)c1ccccc1-c1ccccc1. As a reaction SMILES: [CH3:31][O:32][NH2:33].[O:34]1[CH2:35][CH2:36][O:37][CH2:38][CH2:39]1.[c:1]1(-[c:25]2[cH:26][cH:27][cH:28][cH:29][cH:30]2)[c:2]([S:7](=[O:8])(=[O:9])[NH:10][C:11]([S:12][CH3:13])=[N:14][c:15]2[n:16][c:17]([O:23][CH3:24])[n:18][c:19]([O:21][CH3:22])[n:20]2)[cH:3][cH:4][cH:5][cH:6]1>>[c:1]1(-[c:25]2[cH:26][cH:27][cH:28][cH:29][cH:30]2)[c:2]([S:7](=[O:8])(=[O:9])[NH:10][C:11]([NH:14][c:15]2[n:16][c:17]([O:23][CH3:24])[n:18][c:19]([O:21][CH3:22])[n:20]2)=[N:33][O:32][CH3:31])[cH:3][cH:4][cH:5][cH:6]1. Reactants: Cc1ccccc1, O=C(Cl)Cl, Nc1ccc(OCc2nc(Cl)ccc2Cl)cc1. Product: O=C=Nc1ccc(OCc2nc(Cl)ccc2Cl)cc1. RXN SMILES: [CH3:22][c:23]1[cH:24][cH:25][cH:26][cH:27][cH:28]1.[Cl:1][C:2]([Cl:3])=[O:4].[Cl:5][c:6]1[c:7]([CH2:13][O:14][c:15]2[cH:16][cH:17][c:18]([NH2:21])[cH:19][cH:20]2)[n:8][c:9]([Cl:12])[cH:10][cH:11]1>>[C:2](=[O:4])=[N:21][c:18]1[cH:17][cH:16][c:15]([O:14][CH2:13][c:7]2[c:6]([Cl:5])[cH:11][cH:10][c:9]([Cl:12])[n:8]2)[cH:20][cH:19]1.